From a dataset of the Open Reaction Database (ORD), a public repository of structured organic reaction records. describe an organic reaction: reactants, conditions, products, and yield Starting materials: ClC1=NC(=NC(=C1)C1CC1)C1=CC(=CC=C1)Cl (4-chloro-2-(3-chlorophenyl)-6-cyclopropylpyrimidine), NC1=CC=C(CCO)C=C1 (4-aminophenethyl alcohol). The solvent is CN1CCCC1=O (NMP), O (water). Run at temperature 120 celsius. Yields the product ClC=1C=C(C=CC1)C1=NC(=CC(=N1)NC1=CC=C(C=C1)CCO)C1CC1 (2-(4-((2-(3-Chlorophenyl)-6-cyclopropylpyrimidin-4-yl)amino)phenyl)ethanol). Isolated yield 72.6%. Reaction SMILES: Cl[C:2]1[CH:7]=[C:6]([CH:8]2[CH2:10][CH2:9]2)[N:5]=[C:4]([C:11]2[CH:16]=[CH:15][CH:14]=[C:13]([Cl:17])[CH:12]=2)[N:3]=1.[NH2:18][C:19]1[CH:27]=[CH:26][C:22]([CH2:23][CH2:24][OH:25])=[CH:21][CH:20]=1>CN1C(=O)CCC1.O>[Cl:17][C:13]1[CH:12]=[C:11]([C:4]2[N:3]=[C:2]([NH:18][C:19]3[CH:27]=[CH:26][C:22]([CH2:23][CH2:24][OH:25])=[CH:21][CH:20]=3)[CH:7]=[C:6]([CH:8]3[CH2:10][CH2:9]3)[N:5]=2)[CH:16]=[CH:15][CH:14]=1. Procedure: A 10-mL microwave vial was charged with 4-chloro-2-(3-chlorophenyl)-6-cyclopropylpyrimidine (0.100 g, 0.38 mmol) and 4-aminophenethyl alcohol (0.103 g, 0.75 mmol) in NMP (3 mL). The resulting mixture was heated at 120° C. under microwave irradiation for 1 h. The reaction mixture was cooled, diluted with water (20 mL) affording a solid. The solid was isolated by filtration and purified by chromatography on silica using hexanes/ethyl acetate (10:0 to 1:1) as eluent to afford the title compound (0.... The reactants are CC1=NOC(=N1)C1=CC=C(S1)C(=O)OC (methyl 5-(3-methyl-1,2,4-oxadiazol-5-yl)-2-thiophenecarboxylate), Cl (hydrochloric acid). Run in C(C)O (ethanol), [OH-].[Na+] (sodium hydroxide). Reaction conditions: temperature 65 celsius. Product: CC1=NOC(=N1)C1=CC=C(S1)C(=O)O (5-(3-Methyl-1,2,4-oxadiazol-5-yl)-2-thiophenecarboxylic acid). Isolated yield 85.0%. Reaction SMILES: [CH3:1][C:2]1[N:6]=[C:5]([C:7]2[S:11][C:10]([C:12]([O:14]C)=[O:13])=[CH:9][CH:8]=2)[O:4][N:3]=1.Cl>[OH-].[Na+].C(O)C>[CH3:1][C:2]1[N:6]=[C:5]([C:7]2[S:11][C:10]([C:12]([OH:14])=[O:13])=[CH:9][CH:8]=2)[O:4][N:3]=1 |f:2.3|. Procedure details: A mixture of methyl 5-(3-methyl-1,2,4-oxadiazol-5-yl)-2-thiophenecarboxylate, prepared according to Example 81, (1.09 g, 4.86 mmole) in 35 ml of 2N sodium hydroxide was diluted with 5 ml of ethanol and warmed to 65° C. for thirty minutes. The solution was cooled in an ice bath and acidified to pH 2 with concentrated hydrochloric acid. Filtration and drying furnished 870 mg (85% yield) of the title compound as an off-white solid. The analytical sample was recrystallized from methanol, m.p. 226°-8... Reactants: [N-]=[N+]=[N-], CC1=C(C(=O)O)N2C(=O)C(NC(=O)C(N)c3ccc(O)c(CCl)c3)C2SC1, [Na+], C1CCOC1. Product: CC1=C(C(=O)O)N2C(=O)C(NC(=O)C(N)c3ccc(O)c(CN=[N+]=[N-])c3)C2SC1. As a reaction SMILES: [N-:29]=[N+:30]=[N-:31].[NH2:1][CH:2]([C:3](=[O:4])[NH:5][CH:6]1[CH:7]2[S:8][CH2:9][C:10]([CH3:18])=[C:11]([C:15](=[O:16])[OH:17])[N:12]2[C:13]1=[O:14])[c:19]1[cH:20][c:21]([CH2:26][Cl:27])[c:22]([OH:25])[cH:23][cH:24]1.[Na+:28].[O:32]1[CH2:33][CH2:34][CH2:35][CH2:36]1>>[NH2:1][CH:2]([C:3](=[O:4])[NH:5][CH:6]1[CH:7]2[S:8][CH2:9][C:10]([CH3:18])=[C:11]([C:15](=[O:16])[OH:17])[N:12]2[C:13]1=[O:14])[c:19]1[cH:20][c:21]([CH2:26][N:29]=[N+:30]=[N-:31])[c:22]([OH:25])[cH:23][cH:24]1. Starting materials: C1(CCCCCC1)C1=C(C=CC(=C1)C(=O)OC)C1=C(C=CC(=C1)OC)F (Methyl 2-cycloheptyl-2′-fluoro-5′-(methyloxy)-1,1′-biphenyl-4-carboxylate), [H-].[H-].[H-].[H-].[Li+].[Al+3] (LAH), [OH-].[Na+] (NaOH). Run in C1CCOC1 (THF). Run at time 1 hour. Yields the product C1(CCCCCC1)C1=C(C=CC(=C1)CO)C1=C(C=CC(=C1)OC)F ((2-Cycloheptyl-2′-fluoro-5′-(methyloxy)-1,1′-biphenyl-4-yl)methanol). Yield: 83.5%. As a reaction SMILES: [CH:1]1([C:8]2[CH:13]=[C:12]([C:14](OC)=[O:15])[CH:11]=[CH:10][C:9]=2[C:18]2[CH:23]=[C:22]([O:24][CH3:25])[CH:21]=[CH:20][C:19]=2[F:26])[CH2:7][CH2:6][CH2:5][CH2:4][CH2:3][CH2:2]1.[H-].[H-].[H-].[H-].[Li+].[Al+3].[OH-].[Na+]>C1COCC1>[CH:1]1([C:8]2[CH:13]=[C:12]([CH2:14][OH:15])[CH:11]=[CH:10][C:9]=2[C:18]2[CH:23]=[C:22]([O:24][CH3:25])[CH:21]=[CH:20][C:19]=2[F:26])[CH2:2][CH2:3][CH2:4][CH2:5][CH2:6][CH2:7]1 |f:1.2.3.4.5.6,7.8|. Procedure: To a stirred solution of 78.7D (0.260 g, 0.7 mmol) in THF (7 mL) at 0° C. was added LAH (1 mL, 1 mmol, 1.0M). The reaction was stirred for one hour and then 1N NaOH was added to quench the reaction. The resulting solution was extracted three times with EtOAc. After drying over anhydrous magnesium sulfate and filtering, the organic solvent was removed under reduced pressure and the product was purified on silica gel (0-20% EtOAc in hexanes) to yield 78.7E as a colorless oil (0.192 g, 80% yield). ... The reactants are CC(=O)c1ccc2cc[nH]c2c1, CI, CN(C)C=O, [H-], [Na+], O. Product: CC(=O)c1ccc2ccn(C)c2c1. RXN SMILES: [C:3]([CH3:4])(=[O:5])[c:6]1[cH:7][cH:8][c:9]2[cH:10][cH:11][nH:12][c:13]2[cH:14]1.[CH3:15][I:16].[CH3:18][N:19]([CH3:20])[CH:21]=[O:22].[H-:2].[Na+:1].[OH2:17]>>[C:3]([CH3:4])(=[O:5])[c:6]1[cH:7][cH:8][c:9]2[cH:10][cH:11][n:12]([CH3:15])[c:13]2[cH:14]1. Starting materials: CC(CC(C(=O)OCC1=CC=CC=C1)=O)C (benzyl 4-methyl-2-oxopentanoate), C(C)OP(=O)(OCC)C(C(=O)OCC)C (Ethyl 2-(diethylphosphono)propanoate), resultant mixture, [H-].[Na+] (sodium hydride). Solvent: C1(=CC=CC=C1)C (toluene). Product: C(C)OC(=O)C(=C(C(=O)OCC1=CC=CC=C1)CC(C)C)C (benzyl 3-(ethoxycarbonyl)-2-(2-methylpropyl)butenoate). RXN SMILES: C(OP([CH:9]([CH3:15])[C:10]([O:12][CH2:13][CH3:14])=[O:11])(OCC)=O)C.[H-].[Na+].[CH3:18][CH:19]([CH3:33])[CH2:20][C:21](=O)[C:22]([O:24][CH2:25][C:26]1[CH:31]=[CH:30][CH:29]=[CH:28][CH:27]=1)=[O:23]>C1(C)C=CC=CC=1>[CH2:13]([O:12][C:10]([C:9]([CH3:15])=[C:21]([CH2:20][CH:19]([CH3:33])[CH3:18])[C:22]([O:24][CH2:25][C:26]1[CH:31]=[CH:30][CH:29]=[CH:28][CH:27]=1)=[O:23])=[O:11])[CH3:14] |f:1.2|. Procedure: Ethyl 2-(diethylphosphono)propanoate (23.9 g.) was added to dry toluene (250 mls.) containing 80% sodium hydride in mineral oil (3.0 g.) at room temperature. The resultant mixture was heated to 50°-60° C. for 5 minutes and then cooled to -30° to -40° C. To the cooled mixture was added benzyl 4-methyl-2-oxopentanoate (20 g.) and the resulting mixture was allowed to warm to room temperature over a period of 1 hour. The toluene solution was washed with dilute citric acid (50 mls.), water (2×50 mls....